Dataset: the Open Reaction Database (ORD), a public repository of structured organic reaction records. Task: describe an organic reaction: reactants, conditions, products, and yield Reactants: CN1N(C(C(=C1C)C(=O)O)=O)C1=CC=CC=C1 (2,3-dimethyl-5-oxo-1-phenyl-2,5-dihydro-1H-pyrazole-4-carboxylic acid), C(C(=O)Cl)(=O)Cl (oxalyl chloride). Run in ClCCl (dichlormethane). Reaction conditions: time 30 minute. Product: CN1N(C(C(=C1C)C(=O)OC)=O)C1=CC=CC=C1 (methyl 1,5-dimethyl-3-oxo-2-phenyl-2,3-dihydro-1H-pyrazole-4-carboxylate). The yield is 75.8%. As a reaction SMILES: [CH3:1][N:2]1[C:6]([CH3:7])=[C:5]([C:8]([OH:10])=[O:9])[C:4](=[O:11])[N:3]1[C:12]1[CH:17]=[CH:16][CH:15]=[CH:14][CH:13]=1.[C:18](Cl)(=O)C(Cl)=O>ClCCl>[CH3:1][N:2]1[C:6]([CH3:7])=[C:5]([C:8]([O:10][CH3:18])=[O:9])[C:4](=[O:11])[N:3]1[C:12]1[CH:17]=[CH:16][CH:15]=[CH:14][CH:13]=1. Procedure: 2,3-dimethyl-5-oxo-1-phenyl-2,5-dihydro-1H-pyrazole-4-carboxylic acid (7.55 g, 33 mmol) was dissolved in dichlormethane (145 ml) and oxalyl chloride (4.1 ml, 46 mmol) was added via syringe over about 10 minutes, resulting in vigorous bubbling. After stirring at room temperature for about 30 minutes, the reaction was cautiously quenched with MeOH (100 ml). The methanol was added slowly at first as vigorous gas evolution was observed. The reaction was stirred at room temperature for 1 hour, concen...